Dataset: the Open Reaction Database (ORD), a public repository of structured organic reaction records. Task: describe an organic reaction: reactants, conditions, products, and yield Starting materials: CCCC(CCC)C(=O)Cl, NCC(=O)O, [Na+], [OH-], O. Yields the product CCCC(CCC)C(=O)NCC(=O)O. Reaction SMILES: [CH2:6]([CH2:7][CH3:8])[CH:9]([C:10](=[O:11])[Cl:12])[CH2:13][CH2:14][CH3:15].[NH2:1][CH2:2][C:3]([OH:4])=[O:5].[Na+:17].[OH-:16].[OH2:18]>>[NH:1]([CH2:2][C:3]([OH:4])=[O:5])[C:10]([CH:9]([CH2:6][CH2:7][CH3:8])[CH2:13][CH2:14][CH3:15])=[O:11]. The reactants are COC(=O)c1ccc2nncc(Cl)c2c1, CS(C)=O, O=C[O-], CCN(C(C)C)C(C)C, [Na+], O, c1ccc(P(c2ccccc2)(c2ccccc2)[Pd](P(c2ccccc2)(c2ccccc2)c2ccccc2)(P(c2ccccc2)(c2ccccc2)c2ccccc2)P(c2ccccc2)(c2ccccc2)c2ccccc2)cc1. Product: COC(=O)c1ccc2nnccc2c1. As a reaction SMILES: [CH3:1][O:2][C:3](=[O:4])[c:5]1[cH:6][c:7]2[c:8]([Cl:15])[cH:9][n:10][n:11][c:12]2[cH:13][cH:14]1.[CH3:30][S:31]([CH3:32])=[O:33].[CH:16]([O-:17])=[O:18].[CH:20]([N:21]([CH2:22][CH3:23])[CH:24]([CH3:25])[CH3:26])([CH3:27])[CH3:28].[Na+:19].[OH2:29].[cH:34]1[cH:35][cH:36][c:37]([P:38]([Pd:39]([P:40]([c:41]2[cH:42][cH:43][cH:44][cH:45][cH:46]2)([c:47]2[cH:48][cH:49][cH:50][cH:51][cH:52]2)[c:53]2[cH:54][cH:55][cH:56][cH:57][cH:58]2)([P:59]([c:60]2[cH:61][cH:62][cH:63][cH:64][cH:65]2)([c:66]2[cH:67][cH:68][cH:69][cH:70][cH:71]2)[c:72]2[cH:73][cH:74][cH:75][cH:76][cH:77]2)[P:78]([c:79]2[cH:80][cH:81][cH:82][cH:83][cH:84]2)([c:85]2[cH:86][cH:87][cH:88][cH:89][cH:90]2)[c:91]2[cH:92][cH:93][cH:94][cH:95][cH:96]2)([c:97]2[cH:98][cH:99][cH:100][cH:101][cH:102]2)[c:103]2[cH:104][cH:105][cH:106][cH:107][cH:108]2)[cH:109][cH:110]1>>[CH3:1][O:2][C:3](=[O:4])[c:5]1[cH:6][c:7]2[cH:8][cH:9][n:10][n:11][c:12]2[cH:13][cH:14]1. Starting materials: C(C)OC(C=[N+]=[N-])=O (diazo-acetic acid ethyl ester), ice water, B(F)(F)F.CCOCC (boron trifluoride etherate), C(C)(C)(C)OC(=O)N1CCC(CC1)=O (4-oxo-piperidine-1-carboxylic acid tert-butyl ester). The solvent is C(C)OCC (diethyl ether), C(C)OCC (diethyl ether). Conditions: time 30 minute. The product is C(C)OC(=O)C1CCN(CCC1=O)C(=O)OC(C)(C)C (5-Oxo-azepane-1,4-dicarboxylic acid 1-tert-butyl ester 4-ethyl ester). The yield is 52.4%. Reaction SMILES: B(F)(F)F.CCOCC.[C:10]([O:14][C:15]([N:17]1[CH2:22][CH2:21][C:20](=[O:23])[CH2:19][CH2:18]1)=[O:16])([CH3:13])([CH3:12])[CH3:11].[CH2:24]([O:26][C:27](=[O:31])[CH:28]=[N+]=[N-])[CH3:25]>C(OCC)C>[CH2:24]([O:26][C:27]([CH:28]1[C:20](=[O:23])[CH2:19][CH2:18][N:17]([C:15]([O:14][C:10]([CH3:11])([CH3:13])[CH3:12])=[O:16])[CH2:22][CH2:21]1)=[O:31])[CH3:25] |f:0.1|. Procedure details: 3 mL boron trifluoride etherate was added to 4 g 4-oxo-piperidine-1-carboxylic acid tert-butyl ester in 30 mL diethyl ether at −30° C. Then 3.5 g diazo-acetic acid ethyl ester in diethyl ether was added at the same temperature and stirred for 30 min. The reaction was poured in to ice water and the organic layer was separated, washed with aqueous sodiumcarbonate solution, dried and evaporated to give 3 g of the desired product. Starting materials: N1=CC=CC=C1 (pyridine), C1(=CC=C(C=C1)S(=O)(=O)Cl)C (p-toluenesulfonyl chloride), OCCCCCOC1=NN=NN1C1=CC=CC=C1 (5-(5-hydroxypentyloxy)-1-phenyltetrazole). The solvent is ClCCl (dichloromethane). Run at time 6 hour. Yields the product S(=O)(=O)(C1=CC=C(C)C=C1)OCCCCCOC1=NN=NN1C1=CC=CC=C1 (5-(5-tosyloxypentyloxy)-1-phenyltetrazole). The yield is 54.0%. RXN SMILES: N1C=CC=CC=1.[C:7]1([CH3:17])[CH:12]=[CH:11][C:10]([S:13](Cl)(=[O:15])=[O:14])=[CH:9][CH:8]=1.[OH:18][CH2:19][CH2:20][CH2:21][CH2:22][CH2:23][O:24][C:25]1[N:29]([C:30]2[CH:35]=[CH:34][CH:33]=[CH:32][CH:31]=2)[N:28]=[N:27][N:26]=1>ClCCl>[S:13]([O:18][CH2:19][CH2:20][CH2:21][CH2:22][CH2:23][O:24][C:25]1[N:29]([C:30]2[CH:31]=[CH:32][CH:33]=[CH:34][CH:35]=2)[N:28]=[N:27][N:26]=1)([C:10]1[CH:11]=[CH:12][C:7]([CH3:17])=[CH:8][CH:9]=1)(=[O:15])=[O:14]. Procedure details: 0.5 g of pyridine and 0.31 g of p-toluenesulfonyl chloride were added to a solution of 0.4 g of the compound obtained in Example 1a in dichloromethane (10 ml) and the mixture was stirred for 6 hours. The organic layer was washed with 10% aqueous citric acid and then with water and dried over sodium sulfate. The solvent was evaporated under reduced pressure and the resulting residue was purified by silica gel column chromatography (ethyl acetate:hexane) to obtain 0.35 g of the title compound (yie... Starting materials: CC(C)=CCC1(C)CCC=C(C)C1=O, [Na+], [Na+], O=S([O-])S(=O)[O-]. Yields the product CC(C)=CCC1(C)CCCC(C)C1=O. RXN SMILES: [CH3:1][C:2]1=[CH:7][CH2:6][CH2:5][C:4]([CH2:8][CH:9]=[C:10]([CH3:11])[CH3:12])([CH3:13])[C:3]1=[O:14].[Na+:21].[Na+:22].[S:15]([S:16]([O-:17])=[O:18])([O-:19])=[O:20]>>[CH3:1][CH:2]1[C:3](=[O:14])[C:4]([CH2:8][CH:9]=[C:10]([CH3:11])[CH3:12])([CH3:13])[CH2:5][CH2:6][CH2:7]1.